This data is from the Open Reaction Database (ORD), a public repository of structured organic reaction records. The task is: describe an organic reaction: reactants, conditions, products, and yield Starting materials: C(CCC)[Li] (n-butyllithium), O (Water), BrC1=C(C=CC=C1)F (2-bromofluorobenzene), CN1CCC(CC1)=O (1-methyl-4-piperidone). Run in O1CCCC1 (tetrahydrofuran), O1CCCC1 (tetrahydrofuran), ethyl acetate ether. Conditions: time 15 minute. Product: FC1=C(C=CC=C1)C1(CCN(CC1)C)O (4-(2-fluorophenyl)-4-hydroxy-1-methylpiperidine). RXN SMILES: C([Li])CCC.Br[C:7]1[CH:12]=[CH:11][CH:10]=[CH:9][C:8]=1[F:13].[CH3:14][N:15]1[CH2:20][CH2:19][C:18](=[O:21])[CH2:17][CH2:16]1.O>O1CCCC1>[F:13][C:8]1[CH:9]=[CH:10][CH:11]=[CH:12][C:7]=1[C:18]1([OH:21])[CH2:19][CH2:20][N:15]([CH3:14])[CH2:16][CH2:17]1. Reported procedure: 46 ml of 2.4 M n-butyllithium are added over a 15 minute span to a mixture cooled to -70° C. of 17.5 g of 2-bromofluorobenzene and 50 ml of tetrahydrofuran. After total addition, the reaction mixture is stirred at between -60° to -70° C. for 15 minutes to enable complete lithiation, which results in a tan colored solution. A mixture of 11.3 g of 1-methyl-4-piperidone in 20 ml of tetrahydrofuran is added to the solution at a rate to maintain the reaction medium's temperature below -60° C. After t... The reactants are N(=O)[O-].[Na+] (NaNO2), BrC1=CC(=C(C=C1)C1=C(C=C(C=C1)Br)OC)N (4,4′-Dibromo-2′-methoxy-biphenyl-2-ylamine), NC(=O)N (Urea). Solvent: O (water), O (water), OS(=O)(=O)O (H2SO4), O (water). Run at temperature 0 celsius, time 2 hour. Product: BrC=1C=CC2=C(OC3=C2C=CC(=C3)Br)C1 (3,7-dibromo-dibenzofuran). Isolated yield 71.1%. Reaction SMILES: [Br:1][C:2]1[CH:7]=[CH:6][C:5]([C:8]2[CH:13]=[CH:12][C:11]([Br:14])=[CH:10][C:9]=2[O:15]C)=[C:4](N)[CH:3]=1.N([O-])=O.[Na+].NC(N)=O>OS(O)(=O)=O.O>[Br:14][C:11]1[CH:12]=[CH:13][C:8]2[C:5]3[CH:4]=[CH:3][C:2]([Br:1])=[CH:7][C:6]=3[O:15][C:9]=2[CH:10]=1 |f:1.2|. Procedure details: To a suspension of 4,4′-Dibromo-2′-methoxy-biphenyl-2-ylamine (3.5 g, 9.8 mmol) in H2SO4 (2.4 g) and water (8.5 ml) at 0° C. was added slowly a solution of NaNO2 (682 mg, 9.8 mmol) in water (9 ml). The mixture was stirred at 0° C. for 2 hours. Urea (1.2 g, 20 mmol) was added and the mixture was stirred for 12 hours. The mixture was diluted with water and was heated at 70° C. for 24 hours. The mixture was cooled to 25° C. and was filtered. The collected solid was re-crystallized from benzene/meth... Starting materials: O.COC=1C=C2C(C(C(C2=CC1)=O)=O)=O (5-methoxyindan-1,2,3-trione, monohydrate), Cl.OC1=C(C=CC=C1)NC(NN)=O (4-(2-hydroxyphenyl)-semicarbazide hydrochloride). Reported procedure: 5-methoxyindan-1,2,3-trione, monohydrate, 4-(2-hydroxyphenyl)-semicarbazide hydrochloride; reflux for 5 hours RXN SMILES: O.[CH3:2][O:3][C:4]1[CH:5]=[C:6]2[C:10](=[CH:11][CH:12]=1)[C:9](=[O:13])[C:8](=O)[C:7]2=[O:15].Cl.[OH:17][C:18]1[CH:23]=[CH:22][CH:21]=[CH:20][C:19]=1[NH:24][C:25](=[O:28])[NH:26][NH2:27]>>[CH3:2][O:3][C:4]1[CH:5]=[C:6]2[C:10](=[CH:11][CH:12]=1)[C:9](=[O:13])[C:8](=[N:27][NH:26][C:25]([NH:24][C:19]1[CH:20]=[CH:21][CH:22]=[CH:23][C:18]=1[OH:17])=[O:28])[C:7]2=[O:15] |f:0.1,2.3|. The product is COC=1C=C2C(C(C(C2=CC1)=O)=NNC(=O)NC1=C(C=CC=C1)O)=O (5-methoxy-2-[4-(2-hydroxyphenyl)-semicarbazono]indan-1,3-dione). As a reaction SMILES: [Br:25][c:26]1[cH:27][cH:28][c:29]([S:32][CH3:33])[cH:30][cH:31]1.[C:45](=[O:46])([O-:47])[O-:48].[CH3:51][S:52]([CH3:53])=[O:54].[Cu:56][I:57].[K+:49].[K+:50].[O:1]=[c:2]1[nH:3][cH:4][cH:5][c:6]([O:8][CH:9]2[CH2:10][CH2:11][N:12]([C:15](=[O:16])[O:17][CH2:18][c:19]3[cH:20][cH:21][cH:22][cH:23][cH:24]3)[CH2:13][CH2:14]2)[cH:7]1.[OH2:55].[OH:34][c:35]1[c:36]2[c:37]([cH:38][cH:39][cH:40][n:41]2)[cH:42][cH:43][cH:44]1>>[O:1]=[c:2]1[n:3](-[c:26]2[cH:27][cH:28][c:29]([S:32][CH3:33])[cH:30][cH:31]2)[cH:4][cH:5][c:6]([O:8][CH:9]2[CH2:10][CH2:11][N:12]([C:15](=[O:16])[O:17][CH2:18][c:19]3[cH:20][cH:21][cH:22][cH:23][cH:24]3)[CH2:13][CH2:14]2)[cH:7]1. Product: CSc1ccc(-n2ccc(OC3CCN(C(=O)OCc4ccccc4)CC3)cc2=O)cc1. The reactants are CSc1ccc(Br)cc1, O=C([O-])[O-], CS(C)=O, [Cu]I, [K+], [K+], O=C(OCc1ccccc1)N1CCC(Oc2cc[nH]c(=O)c2)CC1, O, Oc1cccc2cccnc12. Reactants: C1=CC=C(C=C1)CNN.Cl.Cl (benzylhydrazine.2HCl), Cl (HCl), FC1=C(C(=O)O)C=C(C=C1)[N+](=O)[O-] (2-fluoro-5-nitrobenzoic acid), CN(C)C(=[N+](C)C)ON1C2=C(C=CC=C2)N=N1.[B-](F)(F)(F)F (TBTU), C(C)N(C(C)C)C(C)C (N-ethyldiisopropylamine). Run in CN(C)C=O (DMF). Conditions: time 22 hour. Yields the product C(C1=CC=CC=C1)N1NC(C2=CC(=CC=C12)[N+](=O)[O-])=O (1-benzyl-5-nitro-1,2-dihydro-indazol-3-one). The yield is 35.7%. Reaction SMILES: F[C:2]1[CH:10]=[CH:9][C:8]([N+:11]([O-:13])=[O:12])=[CH:7][C:3]=1[C:4]([OH:6])=O.CN(C(ON1N=NC2C=CC=CC1=2)=[N+](C)C)C.[B-](F)(F)(F)F.C(N(C(C)C)C(C)C)C.[CH:45]1[CH:50]=[CH:49][C:48]([CH2:51][NH:52][NH2:53])=[CH:47][CH:46]=1.Cl.Cl.Cl>CN(C=O)C>[CH2:51]([N:52]1[C:2]2[C:3](=[CH:7][C:8]([N+:11]([O-:13])=[O:12])=[CH:9][CH:10]=2)[C:4](=[O:6])[NH:53]1)[C:48]1[CH:49]=[CH:50][CH:45]=[CH:46][CH:47]=1 |f:1.2,4.5.6|. Procedure: To a solution of 2-fluoro-5-nitrobenzoic acid (0.5 g) in DMF (9 mL) was added TBTU (1.04 g) followed by N-ethyldiisopropylamine (2.3 mL). After 10 minutes benzylhydrazine.2HCl (0.63 g) was added. The reaction mixture was stirred at ambient temperature for 22 hours and the reaction was poured onto aqueous 1N HCl solution and extracted with EtOAc. The organic layer was washed with brine, dried over sodium sulfate, filtered and evaporated in vacuo. Purification via ISCO combiflash chromatography af... Reactants: N,N-dicyclohexylcarbodiimide, C(CCCC)C1(CCC(CC1)C1CCC(CC1)CCCCC)C#CC1(CCC(CC1)CCCCC)O (1-(4,4′-dipentylbicyclohexyl-4-ylethynyl)-4-pentylcyclohexanol), C(CC)C1CCC(CC1)C(=O)O (4-propylcyclohexanecarboxylic acid). The reagents and catalysts are CN(C1=CC=NC=C1)C (4-(dimethylamino)pyridine). The solvent is ClCCl (dichloromethane), ClCCl (dichloromethane). Conditions: time 8 hour. Product: C(CC)C1CCC(CC1)C(=O)OC1(CCC(CC1)CCCCC)C#CC1(CCC(CC1)C1CCC(CC1)CCCCC)CCCCC (1-(4,4′-dipentylbicyclohexyl-4-ylethynyl)-4-pentylcyclohexyl 4-propylcyclohexanecarboxylate). As a reaction SMILES: [CH2:1]([C:6]1([C:23]#[C:24][C:25]2([OH:36])[CH2:30][CH2:29][CH:28]([CH2:31][CH2:32][CH2:33][CH2:34][CH3:35])[CH2:27][CH2:26]2)[CH2:11][CH2:10][CH:9]([CH:12]2[CH2:17][CH2:16][CH:15]([CH2:18][CH2:19][CH2:20][CH2:21][CH3:22])[CH2:14][CH2:13]2)[CH2:8][CH2:7]1)[CH2:2][CH2:3][CH2:4][CH3:5].[CH2:37]([CH:40]1[CH2:45][CH2:44][CH:43]([C:46](O)=[O:47])[CH2:42][CH2:41]1)[CH2:38][CH3:39]>ClCCl.CN(C)C1C=CN=CC=1>[CH2:37]([CH:40]1[CH2:45][CH2:44][CH:43]([C:46]([O:36][C:25]2([C:24]#[C:23][C:6]3([CH2:1][CH2:2][CH2:3][CH2:4][CH3:5])[CH2:11][CH2:10][CH:9]([CH:12]4[CH2:17][CH2:16][CH:15]([CH2:18][CH2:19][CH2:20][CH2:21][CH3:22])[CH2:14][CH2:13]4)[CH2:8][CH2:7]3)[CH2:26][CH2:27][CH:28]([CH2:31][CH2:32][CH2:33][CH2:34][CH3:35])[CH2:29][CH2:30]2)=[O:47])[CH2:42][CH2:41]1)[CH2:38][CH3:39]. Procedure: 1.10 g of 1-(4,4′-dipentylbicyclohexyl-4-ylethynyl)-4-pentylcyclohexanol and 0.394 g of 4-propylcyclohexanecarboxylic acid are dissolved in 4 ml of dichloromethane, and 0.283 g of 4-(dimethylamino)pyridine is added. 5.569 g of N,N-dicyclohexylcarbodiimide dissolved in 3 ml of dichloromethane are then added dropwise to the reaction mixture. The mixture is stirred overnight and subjected to conventional work-up, giving 1-(4,4′-dipentylbicyclohexyl-4-ylethynyl)-4-pentylcyclohexyl 4-propylcyclohexan... Reactants: O.NN (hydrazine hydrate), CC1=C(N=CN1)C(=O)OCC (5-methyl-1H-imidazole-4-carboxylic acid, ethyl ester), O.NN (hydrazine hydrate). The solvent is C(C)O (ethanol). Yields the product CC1=C(N=CN1)C(=O)NN (5-methyl-1H-imidazole-4-carboxylic acid hydrazide). Isolated yield 86.6%. Reaction SMILES: [CH3:1][C:2]1[NH:6][CH:5]=[N:4][C:3]=1[C:7]([O:9]CC)=O.O.[NH2:13][NH2:14]>C(O)C>[CH3:1][C:2]1[NH:6][CH:5]=[N:4][C:3]=1[C:7]([NH:13][NH2:14])=[O:9] |f:1.2|. Reported procedure: To a hot solution of 154 g of 5-methyl-1H-imidazole-4-carboxylic acid, ethyl ester in 2 liters of absolute ethanol was added dropwise, but rapidly, 100 g of hydrazine hydrate. The solution was stirred at reflux temperature for 3 hours, then 150 ml of hydrazine hydrate was added and the solution was refluxed for 3 days. The mixture was partially evaporated, the solid collected, washed twice with absolute ethanol, then ether and dried, giving 121.3 g of 5-methyl-1H-imidazole-4-carboxylic acid hydr...